Dataset: the Open Reaction Database (ORD), a public repository of structured organic reaction records. Task: describe an organic reaction: reactants, conditions, products, and yield The reactants are O=C([O-])O, CN1CCCC(CN2CCNCC2)C1, CCN(C(C)C)C(C)C, O=C(Cl)Oc1ccc(Cl)c(Cl)c1, ClCCl, [Na+]. Product: CN1CCCC(CN2CCN(C(=O)Oc3ccc(Cl)c(Cl)c3)CC2)C1. Reaction SMILES: [C:36](=[O:37])([OH:38])[O-:39].[CH3:13][N:14]1[CH2:15][CH:16]([CH2:20][N:21]2[CH2:22][CH2:23][NH:24][CH2:25][CH2:26]2)[CH2:17][CH2:18][CH2:19]1.[CH:27]([N:28]([CH2:29][CH3:30])[CH:31]([CH3:32])[CH3:33])([CH3:34])[CH3:35].[Cl:1][C:2](=[O:3])[O:4][c:5]1[cH:6][c:7]([Cl:12])[c:8]([Cl:11])[cH:9][cH:10]1.[Cl:41][CH2:42][Cl:43].[Na+:40]>>[C:2](=[O:3])([O:4][c:5]1[cH:6][c:7]([Cl:12])[c:8]([Cl:11])[cH:9][cH:10]1)[N:24]1[CH2:23][CH2:22][N:21]([CH2:20][CH:16]2[CH2:15][N:14]([CH3:13])[CH2:19][CH2:18][CH2:17]2)[CH2:26][CH2:25]1. The reactants are COC(CC[C@@H](C)[C@H]1CC[C@H]2[C@@H]3[C@@H](C[C@H]4C[C@H](CC[C@]4(C)[C@H]3C[C@@H]([C@]12C)O)OS(=O)(=O)C)O)=O (Methyl(3β,5α,7α,12α)-7,12-dihydroxy-3-(methanesulfonyloxy)cholan-24-oate), C(CO)O (ethylene glycol), N1=CC=CC=C1 (pyridine). The solvent is CCOC(=O)C (EtOAc). Run at temperature 120 celsius. Product: COC(CC[C@@H](C)[C@H]1CC[C@H]2[C@@H]3[C@@H](C[C@@H]4C[C@H](CC[C@]4(C)[C@H]3C[C@@H]([C@]12C)O)OCCO)O)=O (Methyl(3β,5β,7α,12α)-7,12-dihydroxy-3-(2-hydroxyethoxy)cholan-24-oate). The yield is 37.0%. Reaction SMILES: [CH3:1][O:2][C:3](=[O:34])[CH2:4][CH2:5][C@H:6]([C@@H:8]1[C@:25]2([CH3:26])[C@H:11]([C@H:12]3[C@H:22]([CH2:23][C@@H:24]2[OH:27])[C@:20]2([CH3:21])[C@H:15]([CH2:16][C@@H:17]([O:28]S(C)(=O)=O)[CH2:18][CH2:19]2)[CH2:14][C@H:13]3[OH:33])[CH2:10][CH2:9]1)[CH3:7].[CH2:35](O)[CH2:36][OH:37].N1C=CC=CC=1>CCOC(C)=O>[CH3:1][O:2][C:3](=[O:34])[CH2:4][CH2:5][C@H:6]([C@@H:8]1[C@:25]2([CH3:26])[C@H:11]([C@H:12]3[C@H:22]([CH2:23][C@@H:24]2[OH:27])[C@:20]2([CH3:21])[C@@H:15]([CH2:16][C@@H:17]([O:28][CH2:35][CH2:36][OH:37])[CH2:18][CH2:19]2)[CH2:14][C@H:13]3[OH:33])[CH2:10][CH2:9]1)[CH3:7]. Procedure: A pressure vessel (250 mL flask) containing the compound of Example 1A (10.0 g, 20 mmol) was charged with ethylene glycol (20 mL) and pyridine (4 mL) at ambient temperature, sealed and then heated at 120° C. for 4 hours. The reaction was cooled to ambient temperature, diluted with EtOAc (50 mL), and quenched with 1N HCl (30 mL). The layers were separated and the organic layer was washed with 1N HCl (2×30 mL), dried (Na2SO4), and concentrated. Purification by silica gel chromatography (10%—>40% a... The reactants are COc1c(F)cc(C(C)Nc2c(Cl)ccc3c2CCN(C(=O)C(F)(F)F)CC3)cc1F, CC(N)c1ccc(-c2ccccc2)s1. Yields the product COc1c(F)cc(C(C)Nc2c(Cl)ccc3c2CCNCC3)cc1F, CC(N)c1ccc(-c2ccccc2)s1. Reaction SMILES: [Cl:1][c:2]1[c:3]([NH:19][CH:20]([CH3:21])[c:22]2[cH:23][c:24]([F:31])[c:25]([O:29][CH3:30])[c:26]([F:28])[cH:27]2)[c:4]2[c:5]([cH:17][cH:18]1)[CH2:6][CH2:7][N:8]([C:11](=[O:12])[C:13]([F:14])([F:15])[F:16])[CH2:9][CH2:10]2.[c:32]1(-[c:38]2[cH:39][cH:40][c:41]([CH:43]([CH3:44])[NH2:45])[s:42]2)[cH:33][cH:34][cH:35][cH:36][cH:37]1>>[Cl:1][c:2]1[c:3]([NH:19][CH:20]([CH3:21])[c:22]2[cH:23][c:24]([F:31])[c:25]([O:29][CH3:30])[c:26]([F:28])[cH:27]2)[c:4]2[c:5]([cH:17][cH:18]1)[CH2:6][CH2:7][NH:8][CH2:9][CH2:10]2.[c:32]1(-[c:38]2[cH:39][cH:40][c:41]([CH:43]([CH3:44])[NH2:45])[s:42]2)[cH:33][cH:34][cH:35][cH:36][cH:37]1. Starting materials: ClC1=CC=2NC3=CC=CC=C3SC2C=C1 (2-chlorophenothiazine), O=C(OC(Cl)(Cl)Cl)Cl (diphosgene). The solvent is C=1(C(=CC=CC1)C)C (xylene). Reaction conditions: temperature 140 celsius. The product is C(N)(=O)Cl.ClC1=CC=2NC3=CC=CC=C3SC2C=C1 (2-Chlorophenothiazine carbamyl chloride). The yield is 152.2%. Reaction SMILES: [Cl:1][C:2]1[CH:15]=[CH:14][C:13]2[S:12][C:11]3[C:6](=[CH:7][CH:8]=[CH:9][CH:10]=3)[NH:5][C:4]=2[CH:3]=1.[O:16]=[C:17]([Cl:23])OC(Cl)(Cl)Cl>C1(C)C(C)=CC=CC=1>[C:17]([Cl:23])(=[O:16])[NH2:5].[Cl:1][C:2]1[CH:15]=[CH:14][C:13]2[S:12][C:11]3[C:6](=[CH:7][CH:8]=[CH:9][CH:10]=3)[NH:5][C:4]=2[CH:3]=1 |f:3.4|. Procedure: To a suspension of 2-chlorophenothiazine (2 g) in xylene (20 ml)was added diphosgene (3.4 g). The mixture was heated to 140° C. for 18 hrs. The mixture was then cooled and the xylene removed under reduced pressure. The residue was purified by flash chromatography (2–5% ethyl acetate/hexane) to afford the sub-title compound as a brown solid (2.04 g): 1H NMR (400 MHz, CDCl3) δ 7.26–7.43 (4H, m), 7.45–7.51 (1H, m), 7.59–7.68 (2H, m). The reactants are C(CCC)OC(=O)C=1N=C(C2=CC(=CC=C2C1O)OC1=CC=C(C=C1)C)C#N (1-Cyano-4-hydroxy-7-p-tolyloxy-isoquinoline-3-carboxylic acid butyl ester), NCC(C(=O)OCC)(C)C (ethyl 3-amino-2,2-dimethylpropanoate). Run in CCO (EtOH). Product: C(C)OC(C(CNC(=O)C=1N=C(C2=CC(=CC=C2C1O)OC1=CC=C(C=C1)C)C#N)(C)C)=O (3-[(1-Cyano-4-hydroxy-7-p-tolyloxy-isoquinoline-3-carbonyl)-amino]-2,2-dimethyl-propionic acid ethyl ester). Reaction SMILES: C(O[C:6]([C:8]1[N:9]=[C:10]([C:27]#[N:28])[C:11]2[C:16]([C:17]=1[OH:18])=[CH:15][CH:14]=[C:13]([O:19][C:20]1[CH:25]=[CH:24][C:23]([CH3:26])=[CH:22][CH:21]=1)[CH:12]=2)=[O:7])CCC.[NH2:29][CH2:30][C:31]([CH3:38])([CH3:37])[C:32]([O:34][CH2:35][CH3:36])=[O:33]>CCO>[CH2:35]([O:34][C:32](=[O:33])[C:31]([CH3:38])([CH3:37])[CH2:30][NH:29][C:6]([C:8]1[N:9]=[C:10]([C:27]#[N:28])[C:11]2[C:16]([C:17]=1[OH:18])=[CH:15][CH:14]=[C:13]([O:19][C:20]1[CH:25]=[CH:24][C:23]([CH3:26])=[CH:22][CH:21]=1)[CH:12]=2)=[O:7])[CH3:36]. Reported procedure: 1-Cyano-4-hydroxy-7-p-tolyloxy-isoquinoline-3-carboxylic acid butyl ester (19 mg, 0.05 mmol) and ethyl 3-amino-2,2-dimethylpropanoate (29 mg, 0.20 mmol) in EtOH (3 mL) were heated at 150° C. in a microwave for 1.5 hours. The solvent was removed in vacuo and the residue oil was purified by flash chromatography (0-50% EtOAc/hexanes) to give the title compound in 18 mg. MS: (−) m/z 446.33 (M−1).